This data is from the Open Reaction Database (ORD), a public repository of structured organic reaction records. The task is: describe an organic reaction: reactants, conditions, products, and yield The reactants are CCOC(C)=O, CCCCCCN, COC(=O)C1=COC(OC(=O)Oc2ccccc2)C2C1CC1OC12C, CCCCCC, ClCCl. Product: CCCCCCNC(=O)OC1OC=C(C(=O)OC)C2CC3OC3(C)C12. As a reaction SMILES: [C:36]([O:37][CH2:38][CH3:39])(=[O:40])[CH3:41].[CH2:1]([CH2:2][CH2:3][CH2:4][CH2:5][CH3:6])[NH2:7].[CH3:11][O:12][C:13](=[O:14])[C:15]1=[CH:20][O:19][CH:18]([O:21][C:22](=[O:23])[O:24][c:25]2[cH:26][cH:27][cH:28][cH:29][cH:30]2)[CH:17]2[CH:16]1[CH2:33][CH:32]1[C:31]2([CH3:35])[O:34]1.[CH3:42][CH2:43][CH2:44][CH2:45][CH2:46][CH3:47].[Cl:8][CH2:9][Cl:10]>>[CH2:1]([CH2:2][CH2:3][CH2:4][CH2:5][CH3:6])[NH:7][C:22]([O:21][CH:18]1[CH:17]2[CH:16]([C:15]([C:13]([O:12][CH3:11])=[O:14])=[CH:20][O:19]1)[CH2:33][CH:32]1[C:31]2([CH3:35])[O:34]1)=[O:23]. The reactants are [Al+3], C1CCOC1, CCOC(C)=O, [Cl-], [H-], [H-], [H-], [H-], [Li+], [NH4+], COC(=O)C1Oc2cccnc2O1, O. As a reaction SMILES: [Al+3:15].[CH2:22]1[O:23][CH2:24][CH2:25][CH2:26]1.[CH3:28][CH2:29][O:30][C:31](=[O:32])[CH3:33].[Cl-:20].[H-:14].[H-:17].[H-:18].[H-:19].[Li+:16].[NH4+:21].[O:1]1[CH:2]([C:10](=[O:11])[O:12][CH3:13])[O:3][c:4]2[n:5][cH:6][cH:7][cH:8][c:9]21.[OH2:27]>>[O:1]1[CH:2]([CH2:10][OH:11])[O:3][c:4]2[n:5][cH:6][cH:7][cH:8][c:9]21. Yields the product OCC1Oc2cccnc2O1. The reactants are O=C([O-])[O-], C#CCBr, Cc1c(C(F)(F)F)cnn(-c2cc(O)c(Cl)cc2F)c1=O, [K+], [K+], CN(C)C=O, O. Yields the product C#CCOc1cc(-n2ncc(C(F)(F)F)c(C)c2=O)c(F)cc1Cl. As a reaction SMILES: [C:22](=[O:23])([O-:24])[O-:25].[CH2:28]([C:29]#[CH:30])[Br:31].[F:1][c:2]1[c:3](-[n:10]2[n:11][cH:12][c:13]([C:18]([F:19])([F:20])[F:21])[c:14]([CH3:17])[c:15]2=[O:16])[cH:4][c:5]([OH:9])[c:6]([Cl:8])[cH:7]1.[K+:26].[K+:27].[O:33]=[CH:34][N:35]([CH3:36])[CH3:37].[OH2:32]>>[F:1][c:2]1[c:3](-[n:10]2[n:11][cH:12][c:13]([C:18]([F:19])([F:20])[F:21])[c:14]([CH3:17])[c:15]2=[O:16])[cH:4][c:5]([O:9][CH2:30][C:29]#[CH:28])[c:6]([Cl:8])[cH:7]1. The reactants are CC(C)(C)[O-], Cc1ccccc1, CCOC(C)=O, Clc1nc2cc(-c3ccccc3)ccc2o1, C1CN2CCC(CC2)N1, [Na+], O. Product: c1ccc(-c2ccc3oc(N4CCN5CCC4CC5)nc3c2)cc1. Reaction SMILES: [CH3:26][C:27]([CH3:28])([O-:29])[CH3:30].[CH3:32][c:33]1[cH:34][cH:35][cH:36][cH:37][cH:38]1.[CH3:39][CH2:40][O:41][C:42](=[O:43])[CH3:44].[Cl:10][c:11]1[o:12][c:13]2[c:14]([n:15]1)[cH:16][c:17](-[c:20]1[cH:21][cH:22][cH:23][cH:24][cH:25]1)[cH:18][cH:19]2.[N:1]12[CH2:2][CH2:3][NH:4][CH:5]([CH2:6][CH2:7]1)[CH2:8][CH2:9]2.[Na+:31].[OH2:45]>>[N:1]12[CH2:2][CH2:3][N:4]([c:11]3[o:12][c:13]4[c:14]([n:15]3)[cH:16][c:17](-[c:20]3[cH:21][cH:22][cH:23][cH:24][cH:25]3)[cH:18][cH:19]4)[CH:5]([CH2:6][CH2:7]1)[CH2:8][CH2:9]2. The reactants are CC([C@@H](C(=O)N1[C@@H](C[C@@H](C1)C)C1=NC2=C(N1)C1=CC3=C(C=C1C=C2)C2=CC=C(C=C2CO3)B3OC(C(O3)(C)C)(C)C)NC(OC)=O)C (Methyl [(2S)-3-methyl-1-{(2S,4S)-4-methyl-2-[9-(4,4,5,5-tetramethyl-1,3,2-dioxaborolan-2-yl)-1,11-dihydroisochromeno[4′,3′:6,7]naphtho[1,2-d]imidazol-2-yl]pyrrolidin-1-yl}-1-oxobutan-2-yl]carbamate), O1CCOCC1 (dioxane), methyl (S)-1-((2S,4S)-2-(5-iodo-1H-imidazol-2-yl)-4-(methoxymethyl)pyrrolidin-1-yl)-3-methyl-1-oxobutan-2-10, C(=O)([O-])[O-].[K+].[K+] (K2CO3). The reagents and catalysts are C1=CC=C(C=C1)P([C-]2C=CC=C2)C3=CC=CC=C3.C1=CC=C(C=C1)P([C-]2C=CC=C2)C3=CC=CC=C3.Cl[Pd]Cl.[Fe+2] (PdCl2(dppf)2), C=1C=CC(=CC1)[P](C=2C=CC=CC2)(C=3C=CC=CC3)[Pd]([P](C=4C=CC=CC4)(C=5C=CC=CC5)C=6C=CC=CC6)([P](C=7C=CC=CC7)(C=8C=CC=CC8)C=9C=CC=CC9)[P](C=1C=CC=CC1)(C=1C=CC=CC1)C=1C=CC=CC1 (Pd(PPh3)4). Run in CS(=O)C (DMSO). Reaction conditions: temperature 95 celsius. The product is COC(=O)N[C@@H](C(C)C)C(=O)N1[C@@H](C[C@@H](C1)C)C1=NC2=C(N1)C1=CC3=C(C=C1C=C2)C2=CC=C(C=C2CO3)C3=CN=C(N3)[C@H]3N(C[C@H](C3)COC)C(=O)OC(C)(C)C (tert-butyl (2S,4S)-2-[5-(2-{(2S,4S)-1-[N-(methoxycarbonyl)-L-valyl]-4-methylpyrrolidin-2-yl}-1,11-dihydroisochromeno[4′,3′:6,7]naphtho[1,2-d]imidazol-9-yl)-1H-imidazol-2-yl]-4-(methoxymethyl)pyrrolidine-1-carboxylate). The yield is 43.0%. Reaction SMILES: [CH3:1][CH:2]([CH3:47])[C@H:3]([NH:42][C:43](=[O:46])[O:44][CH3:45])[C:4]([N:6]1[CH2:10][C@@H:9]([CH3:11])[CH2:8][C@H:7]1[C:12]1[NH:16][C:15]2[C:17]3[C:22]([CH:23]=[CH:24][C:14]=2[N:13]=1)=[CH:21][C:20]1[C:25]2[C:30]([CH2:31][O:32][C:19]=1[CH:18]=3)=[CH:29][C:28](B1OC(C)(C)C(C)(C)O1)=[CH:27][CH:26]=2)=[O:5].[C:48]([O-:51])([O-])=[O:49].[K+].[K+].O1[CH2:59][CH2:58][O:57][CH2:56]C1>CS(C)=O.C1C=CC([P]([Pd]([P](C2C=CC=CC=2)(C2C=CC=CC=2)C2C=CC=CC=2)([P](C2C=CC=CC=2)(C2C=CC=CC=2)C2C=CC=CC=2)[P](C2C=CC=CC=2)(C2C=CC=CC=2)C2C=CC=CC=2)(C2C=CC=CC=2)C2C=CC=CC=2)=CC=1.C1C=CC(P(C2C=CC=CC=2)[C-]2C=CC=C2)=CC=1.C1C=CC(P(C2C=CC=CC=2)[C-]2C=CC=C2)=CC=1.Cl[Pd]Cl.[Fe+2]>[CH3:45][O:44][C:43]([NH:42][C@H:3]([C:4]([N:6]1[CH2:10][C@@H:9]([CH3:11])[CH2:8][C@H:7]1[C:12]1[NH:16][C:15]2[C:17]3[C:22]([CH:23]=[CH:24][C:14]=2[N:13]=1)=[CH:21][C:20]1[C:25]2[C:26]([CH2:31][O:32][C:19]=1[CH:18]=3)=[CH:27][C:28]([C:15]1[NH:16][C:12]([C@@H:7]3[CH2:8][C@H:59]([CH2:58][O:57][CH3:56])[CH2:4][N:6]3[C:48]([O:51][C:2]([CH3:47])([CH3:3])[CH3:1])=[O:49])=[N:13][CH:14]=1)=[CH:29][CH:30]=2)=[O:5])[CH:2]([CH3:47])[CH3:1])=[O:46] |f:1.2.3,7.8.9.10,^1:67,69,88,107|. Procedure: Methyl [(2S)-3-methyl-1-{(2S,4S)-4-methyl-2-[9-(4,4,5,5-tetramethyl-1,3,2-dioxaborolan-2-yl)-1,11-dihydroisochromeno[4′,3′:6,7]naphtho[1,2-d]imidazol-2-yl]pyrrolidin-1-yl}-1-oxobutan-2-yl]carbamate (312 mg, 0.49 mmol), methyl (S)-1-((2S,4S)-2-(5-iodo-1H-imidazol-2-yl)-4-(methoxymethyl)pyrrolidin-1-yl)-3-methyl-1-oxobutan-2-10 ylcarbamate (219 mg, 0.54 mmol), Pd(PPh3)4 (58 mg, 0.05 mmol), PdCl2(dppf)2 (36 mg, 0.05 mmol), and K2CO3 (2M in H2O, 0.8 mL, 1.6 mmol.) were combined in DMSO (5 mL) and di... Reactants: ( 1 ), ClC1=NC=CC=C1Cl (2,3-dichloropyridine), C(=O)C1=CC=C(C=C1)B(O)O ((4-formylphenyl)boronic acid), C([O-])([O-])=O.[Na+].[Na+] (sodium carbonate). The reagents and catalysts are C=1C=CC(=CC1)[P](C=2C=CC=CC2)(C=3C=CC=CC3)[Pd]([P](C=4C=CC=CC4)(C=5C=CC=CC5)C=6C=CC=CC6)([P](C=7C=CC=CC7)(C=8C=CC=CC8)C=9C=CC=CC9)[P](C=1C=CC=CC1)(C=1C=CC=CC1)C=1C=CC=CC1 (Pd(PPh3)4). The solvent is COCCOC (1,2-dimethoxyethane), O (water). Product: ClC=1C(=NC=CC1)C1=CC=C(C=O)C=C1 (4-(3-chloropyridin-2-yl)benzaldehyde). The yield is 81.0%. Reaction SMILES: Cl[C:2]1[C:7]([Cl:8])=[CH:6][CH:5]=[CH:4][N:3]=1.[CH:9]([C:11]1[CH:16]=[CH:15][C:14](B(O)O)=[CH:13][CH:12]=1)=[O:10].C(=O)([O-])[O-].[Na+].[Na+]>COCCOC.O.C1C=CC([P]([Pd]([P](C2C=CC=CC=2)(C2C=CC=CC=2)C2C=CC=CC=2)([P](C2C=CC=CC=2)(C2C=CC=CC=2)C2C=CC=CC=2)[P](C2C=CC=CC=2)(C2C=CC=CC=2)C2C=CC=CC=2)(C2C=CC=CC=2)C2C=CC=CC=2)=CC=1>[Cl:8][C:7]1[C:2]([C:14]2[CH:15]=[CH:16][C:11]([CH:9]=[O:10])=[CH:12][CH:13]=2)=[N:3][CH:4]=[CH:5][CH:6]=1 |f:2.3.4,^1:36,38,57,76|. Procedure details: {circle around (1)} 100 g (0.676 mol) of 2,3-dichloropyridine, 101.4 g (0.676 mol) of (4-formylphenyl)boronic acid and 86 g (0.811 mol) of sodium carbonate were dissolved in 500 mL of 1,2-dimethoxyethane and 500 mL of distilled water, and 78 g (0.0676 mol) of Pd(PPh3)4 was added. The mixture was heated to reflux for 18 hours so that it was allowed to react. After completion of the reaction, the reaction solution was concentrated under reduced pressure to remove 1,2-dimethoxyethane, and then extr...